Task: describe an organic reaction: reactants, conditions, products, and yield. Dataset: the Open Reaction Database (ORD), a public repository of structured organic reaction records Reactants: C(P(OCC)(=O)OCC)P([O-])(=O)[O-] (diethyl methanediphosphonate), [H-].[Na+] (sodium hydride), C(C1=CC=CC=C1)N1CCC(CC1)=O (1-benzyl-4-piperidone). Solvent: O1CCCC1 (tetrahydrofuran). Conditions: time 30 minute. Yields the product N1CCC(CC1)CP(OCC)(OCC)=O (Diethyl (4-piperidinylmethyl)-phosphonate). Reaction SMILES: [H-].[Na+].[CH2:3](P([O-])(=O)[O-])[P:4]([O:9][CH2:10][CH3:11])(=[O:8])[O:5][CH2:6][CH3:7].C([N:23]1[CH2:28][CH2:27][C:26](=O)[CH2:25][CH2:24]1)C1C=CC=CC=1>O1CCCC1>[NH:23]1[CH2:28][CH2:27][CH:26]([CH2:3][P:4](=[O:8])([O:9][CH2:10][CH3:11])[O:5][CH2:6][CH3:7])[CH2:25][CH2:24]1 |f:0.1|. Procedure: 2.11 g (528 mmol) of 60% strength sodium hydride are initially charged in 50 ml of absolute tetrahydrofuran, and 15.7 g (52.8 mmol) of diethyl methanediphosphonate are added dropwise. The mixture is stirred at room temperature for another 30 minutes, and 10.1 g (52.8 mmol) of 1-benzyl-4-piperidone are then added. The mixture is stirred for one hour at room temperature and for one hour under reflux, concentrated, admixed with water and extracted three times with dichloromethane, and the organic p... The reactants are CC(Cl)OC(=O)Cl, ClCCl, CC(O[N+](=O)[O-])C(CCCO)O[N+](=O)[O-], c1ccncc1. Yields the product CC(Cl)OC(=O)OCCCC(O[N+](=O)[O-])C(C)O[N+](=O)[O-]. Reaction SMILES: [Cl:1][C:2](=[O:3])[O:4][CH:5]([CH3:6])[Cl:7].[Cl:29][CH2:30][Cl:31].[N+:8](=[O:9])([O:10][CH:11]([CH3:12])[CH:13]([CH2:14][CH2:15][CH2:16][OH:17])[O:18][N+:19](=[O:20])[O-:21])[O-:22].[cH:23]1[cH:24][cH:25][n:26][cH:27][cH:28]1>>[C:2](=[O:3])([O:4][CH:5]([CH3:6])[Cl:7])[O:17][CH2:16][CH2:15][CH2:14][CH:13]([CH:11]([O:10][N+:8](=[O:9])[O-:22])[CH3:12])[O:18][N+:19](=[O:20])[O-:21]. Starting materials: OCCNC(CC1=CC(OC2=CC(=CC=C12)O[C@H]1[C@H](O)[C@@H](O)[C@@H](O)[C@H](O1)CO)=O)=O (7-β-D-galactopyranosyloxycoumarin-4-acetic acid-(2-hydroxyethyl)amide), C(O)CN (ethanolamine). The solvent is CN(C)C=O (DMF). Product: OCCNC(CC1=CC(OC2=CC(=CC=C12)O)=O)=O (7-hydroxycoumarin-4-acetic acid-(2-hydroxyethyl) amide). Isolated yield 71.5%. RXN SMILES: [OH:1][CH2:2][CH2:3][NH:4][C:5](=[O:30])[CH2:6][C:7]1[C:16]2[C:11](=[CH:12][C:13]([O:17][C@@H]3O[C@H](CO)[C@H](O)[C@H](O)[C@H]3O)=[CH:14][CH:15]=2)[O:10][C:9](=[O:29])[CH:8]=1.C(CN)O>CN(C=O)C>[OH:1][CH2:2][CH2:3][NH:4][C:5](=[O:30])[CH2:6][C:7]1[C:16]2[C:11](=[CH:12][C:13]([OH:17])=[CH:14][CH:15]=2)[O:10][C:9](=[O:29])[CH:8]=1. Procedure details: 200 mg (0.85 mmole) of 7-hydroxycoumarin-4-methyl ester 2 (prepared as described in Scheme 1) was dissolved in 5 ml of dry DMF and stirred with 0.5 g (8.5 mmoles) of ethanolamine at room temperature for 52 hrs. The DMF was then evaporated from the dark brown solution. The residue obtained after further evaporation with methanol was dissolved in water and purified on a C-8 RP-HPLC column using a gradient of 5/95 CH3CN/water (0.1% TFA) to 30170 CH3CN/water (0.1% TFA) in 25.5 min. The peak eluting ... The reactants are C[Si](C)(C)[N-][Si](C)(C)C.[Na+] (Sodium bis(trimethylsilyl)-amide), O1C(=CC=C1)C(OCC(=O)OC(C1=CC=CC=C1)C1=CC=CC=C1)CCCC (Benzhydryl 4-(2-furyl)-3-oxaoctanoate), C(C1=CC=CC=C1)Br (benzyl bromide). The solvent is C1CCOC1 (THF), CN(C)P(=O)(N(C)C)N(C)C (HMPA). Run at temperature 0 celsius. Yields the product C(C1=CC=CC=C1)[C@@H](C(=O)OC(C1=CC=CC=C1)C1=CC=CC=C1)O[C@@H](CCCC)C=1OC=CC1 ((2S,4S) Benzhydryl 2-Benzyl-4-(2-furyl)-3-oxaoctanoate). As a reaction SMILES: [O:1]1[CH:5]=[CH:4][CH:3]=[C:2]1[CH:6]([CH2:25][CH2:26][CH2:27][CH3:28])[O:7][CH2:8][C:9]([O:11][CH:12]([C:19]1[CH:24]=[CH:23][CH:22]=[CH:21][CH:20]=1)[C:13]1[CH:18]=[CH:17][CH:16]=[CH:15][CH:14]=1)=[O:10].C[Si]([N-][Si](C)(C)C)(C)C.[Na+].[CH2:39](Br)[C:40]1[CH:45]=[CH:44][CH:43]=[CH:42][CH:41]=1>C1COCC1.CN(P(N(C)C)(N(C)C)=O)C>[CH2:39]([C@H:8]([O:7][C@H:6]([C:2]1[O:1][CH:5]=[CH:4][CH:3]=1)[CH2:25][CH2:26][CH2:27][CH3:28])[C:9]([O:11][CH:12]([C:19]1[CH:24]=[CH:23][CH:22]=[CH:21][CH:20]=1)[C:13]1[CH:14]=[CH:15][CH:16]=[CH:17][CH:18]=1)=[O:10])[C:40]1[CH:45]=[CH:44][CH:43]=[CH:42][CH:41]=1 |f:1.2|. Reported procedure: Benzhydryl 4-(2-furyl)-3-oxaoctanoate (2.0 g, 5.28 mmol) was dissolved in 20 mL freshly distilled THF and cooled to -80°±5° C. under dry argon. Sodium bis(trimethylsilyl)-amide (1.0M in THF, 5.6 mL, 5.6 mmol) was slowly added keeping the temperature at -80°±5° C. After 15 m, freshly distilled and filtered (through basic alumina) benzyl bromide (0.7 mL, 5.81 mmol) in HMPA (4 mL) was added dropwise maintaining the reaction temperature at -75°±5 ° C. After 15 m, the reaction was allowed to warm to ... The reactants are NCCCN(CCCN)C (N-(3-aminopropyl)-N-methylpropane-1,3-diamine), COC1=CC(C2=C(N=C(S2)C)C1=O)=O (5-methoxy-2-methyl-4,7-dioxobenzothiazole). Run in C(C)O (ethanol). Conditions: temperature 60 celsius, time 2 hour. The product is CN(CCCNC1=CC(C2=C(N=C(S2)C)C1=O)=O)CCCNC1=CC(C2=C(N=C(S2)C)C1=O)=O (5.5′-[(methylimino)bis(propane-3,1-diylimino)]bis(2-methyl-1,3-benzothiazole-4,7-dione)). Yield: 12.6%. As a reaction SMILES: [NH2:1][CH2:2][CH2:3][CH2:4][N:5]([CH3:10])[CH2:6][CH2:7][CH2:8][NH2:9].CO[C:13]1[C:22](=[O:23])[C:17]2[N:18]=[C:19]([CH3:21])[S:20][C:16]=2[C:15](=[O:24])[CH:14]=1>C(O)C>[CH3:10][N:5]([CH2:6][CH2:7][CH2:8][NH:9][C:13]1[C:22](=[O:23])[C:17]2[N:18]=[C:19]([CH3:21])[S:20][C:16]=2[C:15](=[O:24])[CH:14]=1)[CH2:4][CH2:3][CH2:2][NH:1][C:13]1[C:22](=[O:23])[C:17]2[N:18]=[C:19]([CH3:21])[S:20][C:16]=2[C:15](=[O:24])[CH:14]=1. Procedure: 83.4 mg (0.57 mmol; 0.6 equivalents) of N-(3-aminopropyl)-N-methylpropane-1,3-diamine are added to 200 mg (0.95 mmol) of 5-methoxy-2-methyl-4,7-dioxobenzothiazole in solution in 15 ml of anhydrous ethanol. The reaction mixture is stirred at 60° C. for 2 hours, then the solvent is evaporated off under reduced pressure. The residue is purified on a silica column (eluent: methanol at 3% in dichloromethane) and 30 mg (yield=36%) of expected product is obtained in the form of a red powder. Melting po... Starting materials: C(C)OC(=O)NC1=C(CCC1)C(=O)OCC (ethyl 2-[(ethoxycarbonyl)-amino]-1-cyclopentene-1-carboxylate), C[O-].[Na+] (sodium methoxide), CO (methanol), CO (Methanol). Run in O (water). Yields the product NC1=C(CCC1)C(=O)OCC (ethyl 2-amino-1-cyclopentene-1-carboxylate). The yield is 88.2%. As a reaction SMILES: C(OC([NH:6][C:7]1[CH2:11][CH2:10][CH2:9][C:8]=1[C:12]([O:14][CH2:15][CH3:16])=[O:13])=O)C.C[O-].[Na+].CO>O>[NH2:6][C:7]1[CH2:11][CH2:10][CH2:9][C:8]=1[C:12]([O:14][CH2:15][CH3:16])=[O:13] |f:1.2|. Procedure details: A solution containing ethyl 2-[(ethoxycarbonyl)-amino]-1-cyclopentene-1-carboxylate (72 g, 0.32 moles) and 25 wt % sodium methoxide in methanol (91.5 mL, 0.40 moles) was refluxed for about 18 hours. Methanol (200 mL) was added during the course of the reaction. The reaction mixture was allowed to cool to ambient temperature then diluted with water and extracted with diethyl ether (5×100 mL). The ether extracts were combined, treated with activated charcoal, dried over sodium sulfate then evapora... Starting materials: ClC=1C(=C(C2=C(C(CO2)=O)C1)CN1CCN(CC1)C(=O)OC(C)(C)C)O (tert-butyl 4-[(5-chloro-6-hydroxy-3-oxo-2,3-dihydrobenzofuran-7-yl)methyl]piperazine-1-carboxylate), N1N=C(C2=CC=CC=C12)C=O (indazole-3-carbaldehyde), N1CCCCC1 (piperidine). Solvent: CO (methanol), CO (methanol), CO (methanol). Run at temperature 60 celsius, time 3 hour. Product: N1N=C(C2=CC=CC=C12)\C=C\1/OC2=C(C1=O)C=C(C(=C2CN2CCN(CC2)C(=O)OC(C)(C)C)O)Cl (tert-butyl (Z)-4-({2-[(1H-indazol-3-yl)methylene]-5-chloro-6-hydroxy-3-oxo-2,3-dihydrobenzofuran-7-yl}methyl)piperazine-1-carboxylate). The yield is 66.7%. RXN SMILES: [Cl:1][C:2]1[C:3]([OH:26])=[C:4]([CH2:12][N:13]2[CH2:18][CH2:17][N:16]([C:19]([O:21][C:22]([CH3:25])([CH3:24])[CH3:23])=[O:20])[CH2:15][CH2:14]2)[C:5]2[O:9][CH2:8][C:7](=[O:10])[C:6]=2[CH:11]=1.[NH:27]1[C:35]2[C:30](=[CH:31][CH:32]=[CH:33][CH:34]=2)[C:29]([CH:36]=O)=[N:28]1.N1CCCCC1>CO>[NH:27]1[C:35]2[C:30](=[CH:31][CH:32]=[CH:33][CH:34]=2)[C:29](/[CH:36]=[C:8]2\[O:9][C:5]3[C:4]([CH2:12][N:13]4[CH2:18][CH2:17][N:16]([C:19]([O:21][C:22]([CH3:23])([CH3:25])[CH3:24])=[O:20])[CH2:15][CH2:14]4)=[C:3]([OH:26])[C:2]([Cl:1])=[CH:11][C:6]=3[C:7]\2=[O:10])=[N:28]1. Reported procedure: A solution of tert-butyl 4-[(5-chloro-6-hydroxy-3-oxo-2,3-dihydrobenzofuran-7-yl)methyl]piperazine-1-carboxylate (0.100 g, 0.261 mmol) in methanol (1 mL) was added with indazole-3-carbaldehyde (0.0381 g, 0.261 mmol), and piperidine (0.00222 g, 0.0261 mmol) at room temperature, and the mixture was stirred at 60° C. for 3 hours. The reaction mixture was cooled to room temperature, then added with methanol (4 mL), suspended in methanol and thereby washed, and the solid was collected by filtration t... The reactants are CN(C)C=O, O=C(O)C(Cl)(Cl)Cl, O=C(O)C(Cl)(Cl)Cl, O=Cc1ccc(Cl)cc1, [Na], O. Product: OC(c1ccc(Cl)cc1)C(Cl)(Cl)Cl. RXN SMILES: [CH3:26][N:27]([CH3:28])[CH:29]=[O:30].[Cl:10][C:11]([C:12]([OH:13])=[O:14])([Cl:15])[Cl:16].[Cl:18][C:19]([Cl:20])([Cl:21])[C:22]([OH:23])=[O:24].[Cl:1][c:2]1[cH:3][cH:4][c:5]([CH:6]=[O:7])[cH:8][cH:9]1.[Na:17].[OH2:25]>>[Cl:1][c:2]1[cH:3][cH:4][c:5]([CH:6]([OH:7])[C:11]([Cl:10])([Cl:15])[Cl:16])[cH:8][cH:9]1.